This data is from the Open Reaction Database (ORD), a public repository of structured organic reaction records. The task is: describe an organic reaction: reactants, conditions, products, and yield Reactants: CC1CN(C(=O)OC(C)(C)C)CC2Cc3ccc(COCCOC4CCCCO4)nc3N12, CO, Cc1ccc(S(=O)(=O)O)cc1. Yields the product CC1CN(C(=O)OC(C)(C)C)CC2Cc3ccc(COCCO)nc3N12. As a reaction SMILES: [C:1]([CH3:2])([CH3:3])([CH3:4])[O:5][C:6](=[O:7])[N:8]1[CH2:9][CH:10]2[CH2:11][c:12]3[cH:13][cH:14][c:15]([CH2:22][O:23][CH2:24][CH2:25][O:26][CH:27]4[CH2:28][CH2:29][CH2:30][CH2:31][O:32]4)[n:16][c:17]3[N:18]2[CH:19]([CH3:21])[CH2:20]1.[CH3:44][OH:45].[c:33]1([CH3:34])[cH:35][cH:36][c:37]([S:38]([OH:39])(=[O:40])=[O:41])[cH:42][cH:43]1>>[C:1]([CH3:2])([CH3:3])([CH3:4])[O:5][C:6](=[O:7])[N:8]1[CH2:9][CH:10]2[CH2:11][c:12]3[cH:13][cH:14][c:15]([CH2:22][O:23][CH2:24][CH2:25][OH:26])[n:16][c:17]3[N:18]2[CH:19]([CH3:21])[CH2:20]1.